describe an organic reaction: reactants, conditions, products, and yield From a dataset of the Open Reaction Database (ORD), a public repository of structured organic reaction records. Reactants: Cc1ccc2c(c1C)N(CCCN)c1ccccc1S2=O, Cc1ccccc1, O=Cc1ccccc1, O. Yields the product Cc1ccc2c(c1C)N(CCCNCc1ccccc1)c1ccccc1S2=O. RXN SMILES: [CH3:1][c:2]1[c:3]([CH3:21])[cH:4][cH:5][c:6]2[c:15]1[N:14]([CH2:16][CH2:17][CH2:18][NH2:19])[c:13]1[c:8]([cH:9][cH:10][cH:11][cH:12]1)[S:7]2=[O:20].[CH3:31][c:32]1[cH:33][cH:34][cH:35][cH:36][cH:37]1.[CH:22](=[O:23])[c:24]1[cH:25][cH:26][cH:27][cH:28][cH:29]1.[OH2:30]>>[CH3:1][c:2]1[c:3]([CH3:21])[cH:4][cH:5][c:6]2[c:15]1[N:14]([CH2:16][CH2:17][CH2:18][NH:19][CH2:22][c:24]1[cH:25][cH:26][cH:27][cH:28][cH:29]1)[c:13]1[c:8]([cH:9][cH:10][cH:11][cH:12]1)[S:7]2=[O:20]. Reactants: CN(C)CC(=O)O, COc1cc(OCC2CC(O)CN2)c2c(Nc3ccc(F)c(Cl)c3)ncnc2c1. Product: COc1cc(OCC2CC(O)CN2C(=O)CN(C)C)c2c(Nc3ccc(F)c(Cl)c3)ncnc2c1. Reaction SMILES: [CH3:30][N:31]([CH3:32])[CH2:33][C:34]([OH:35])=[O:36].[Cl:1][c:2]1[cH:3][c:4]([NH:5][c:6]2[n:7][cH:8][n:9][c:10]3[cH:11][c:12]([O:24][CH3:25])[cH:13][c:14]([O:16][CH2:17][CH:18]4[CH2:19][CH:20]([OH:23])[CH2:21][NH:22]4)[c:15]23)[cH:26][cH:27][c:28]1[F:29]>>[Cl:1][c:2]1[cH:3][c:4]([NH:5][c:6]2[n:7][cH:8][n:9][c:10]3[cH:11][c:12]([O:24][CH3:25])[cH:13][c:14]([O:16][CH2:17][CH:18]4[CH2:19][CH:20]([OH:23])[CH2:21][N:22]4[C:34]([CH2:33][N:31]([CH3:30])[CH3:32])=[O:35])[c:15]23)[cH:26][cH:27][c:28]1[F:29].